This data is from the Open Reaction Database (ORD), a public repository of structured organic reaction records. The task is: describe an organic reaction: reactants, conditions, products, and yield Starting materials: Cc1nc(Oc2ccccc2)sc1CO, ClC(Cl)Cl, O=[Mn]=O. Yields the product Cc1nc(Oc2ccccc2)sc1C=O. As a reaction SMILES: [CH3:1][c:2]1[n:3][c:4]([O:9][c:10]2[cH:11][cH:12][cH:13][cH:14][cH:15]2)[s:5][c:6]1[CH2:7][OH:8].[CH:16]([Cl:17])([Cl:18])[Cl:19].[O:20]=[Mn:21]=[O:22]>>[CH3:1][c:2]1[n:3][c:4]([O:9][c:10]2[cH:11][cH:12][cH:13][cH:14][cH:15]2)[s:5][c:6]1[CH:7]=[O:8]. Starting materials: ClC1=CC(=NC2=CC=C(C=C12)C)N1CCS(C2=C(C1)C=CC=C2)(=O)=O (4-(4-chloro-6-methylquinolin-2-yl)-2,3,4,5-tetrahydro-1,4-benzothiazepine 1,1-dioxide), FC1(CC(C1)(CN)CN)F ((3,3-difluorocyclobutane-1,1-diyl)dimethanamine). Yields the product NCC1(CC(C1)(F)F)CNC1=CC(=NC2=CC=C(C=C12)C)N1CCS(C2=C(C1)C=CC=C2)(=O)=O (N-{[1-(Aminomethyl)-3,3-difluorocyclobutyl]methyl}-2-(1,1-dioxido-2,3-dihydro-1,4-benzothiazepin-4(5H)-yl)-6-methylquinolin-4-amine). As a reaction SMILES: Cl[C:2]1[C:11]2[C:6](=[CH:7][CH:8]=[C:9]([CH3:12])[CH:10]=2)[N:5]=[C:4]([N:13]2[CH2:19][C:18]3[CH:20]=[CH:21][CH:22]=[CH:23][C:17]=3[S:16](=[O:25])(=[O:24])[CH2:15][CH2:14]2)[CH:3]=1.[F:26][C:27]1([F:35])[CH2:30][C:29]([CH2:33][NH2:34])([CH2:31][NH2:32])[CH2:28]1>>[NH2:32][CH2:31][C:29]1([CH2:33][NH:34][C:2]2[C:11]3[C:6](=[CH:7][CH:8]=[C:9]([CH3:12])[CH:10]=3)[N:5]=[C:4]([N:13]3[CH2:19][C:18]4[CH:20]=[CH:21][CH:22]=[CH:23][C:17]=4[S:16](=[O:25])(=[O:24])[CH2:15][CH2:14]3)[CH:3]=2)[CH2:30][C:27]([F:35])([F:26])[CH2:28]1. Procedure details: The title compound was prepared in analogy to Example 3-1 in Scheme 5 by using 4-(4-chloro-6-methylquinolin-2-yl)-2,3,4,5-tetrahydro-1,4-benzothiazepine 1,1-dioxide (prepared in analogy to the one in Example 2-1) and (3,3-difluorocyclobutane-1,1-diyl)dimethanamine. MS obsd. (ESI+) [(M+H)+] 487, 1H NMR (400 MHz, CD3OD) δ ppm 8.11 (dd, J=7.83, 1.01 Hz, 1 H), 8.08 (s, 1 H), 7.89 (d, J=7.07 Hz, 1 H), 7.80-7.68 (m, 2 H), 7.68-7.56 (m, 2 H), 6.15 (s, 1 H), 5.37 (s, 2 H), 4.55 (brs, 2 H), 3.80 (s, 2 H)... Starting materials: ClC=1C(=NC=C(C1)Cl)OC1=CC=C(OC(C=O)C)C=C1 (2-{p-[(3,5-dichloro-2-pyridyl)oxy]phenoxy}propionaldehyde), S([O-])(O)=O.[Na+] (sodium bisulfite). Solvent: CO (methanol), O (water). Run at time 4 day. The product is ClC=1C(=NC=C(C1)Cl)OC1=CC=C(OC(C(S(=O)(=O)[O-])O)C)C=C1.[Na+] (Sodium 2-{p-[(3,5-dichloro-2-pyridyl)oxy]phenoxy}-1-hydroxy-1-propanesulfonate). The yield is 72.7%. Reaction SMILES: [Cl:1][C:2]1[C:3]([O:9][C:10]2[CH:20]=[CH:19][C:13]([O:14][CH:15]([CH3:18])[CH:16]=[O:17])=[CH:12][CH:11]=2)=[N:4][CH:5]=[C:6]([Cl:8])[CH:7]=1.[S:21](=[O:24])([OH:23])[O-:22].[Na+:25]>CO.O>[Cl:1][C:2]1[C:3]([O:9][C:10]2[CH:20]=[CH:19][C:13]([O:14][CH:15]([CH3:18])[CH:16]([OH:17])[S:21]([O-:24])(=[O:23])=[O:22])=[CH:12][CH:11]=2)=[N:4][CH:5]=[C:6]([Cl:8])[CH:7]=1.[Na+:25] |f:1.2,5.6|. Reported procedure: A solution of 2-{p-[(3,5-dichloro-2-pyridyl)oxy]phenoxy}propionaldehyde (25.38 g, 0.0813 mol) in methanol (300 mL) is added dropwise to a solution of sodium bisulfite (10.2 g, 0.0976 mol) in water (100 mL). The reaction mixture is stirred for 4 days at room temperature and filtered. The filter cake is dried in a vacuum oven overnight to obtain the title product as a white solid (24.6 g, mp 172°-173° C.). Reactants: C(C)(C)C1=C(N)C(=CC=C1)C(C)C (2,6-diisopropylaniline), C(C)(=O)O (acetic acid), C=O (formaldehyde), N1CCCCC1 (piperidine). Solvent: C(C)O (ethanol). Product: C(C)(C)C1=C(N)C(=CC(=C1)CN1CCCCC1)C(C)C (2,6-Diisopropyl-4-piperidinomethylaniline). The yield is 128.0%. Reaction SMILES: [CH:1]([C:4]1[CH:10]=[CH:9][CH:8]=[C:7]([CH:11]([CH3:13])[CH3:12])[C:5]=1[NH2:6])([CH3:3])[CH3:2].C=O.[NH:16]1[CH2:21][CH2:20][CH2:19][CH2:18][CH2:17]1.[C:22](O)(=O)C>C(O)C>[CH:11]([C:7]1[CH:8]=[C:9]([CH2:22][N:16]2[CH2:21][CH2:20][CH2:19][CH2:18][CH2:17]2)[CH:10]=[C:4]([CH:1]([CH3:3])[CH3:2])[C:5]=1[NH2:6])([CH3:13])[CH3:12]. Reported procedure: Following the conditions described by Miocque and Vierfond (Bull. Soc. Chim. France 1970, 1896), 2,6-diisopropylaniline (17.73 g, 0.10 mol), 37% aqueous formaldehyde (8.1 mL, 0.10 mol), piperidine (8.52 g, 0.10 mol), acetic acid (3.00 g, 0.05 mol), and ethanol (25 mL) were allowed to boil together until the temperature of the solution reached 92° C. The solution was then refluxed for 24 hours. The product was distilled under vacuum (122°-140° C. at 0.7-0.8 mm) to give the title compound (17.57 g... Starting materials: [Mg] (Magnesium), C1(CC1)CC[Mg]Br ((2-cyclopropylethyl)magnesium bromide), II (iodine), BrCCC1CC1 ((2-bromoethyl)cyclopropane), II (iodine), CC1=NOC(=C1C=1C=C(C2=C(NC(=N2)OCC)C1)C(=O)C1=NC=CC=C1)C ((6-(3,5-dimethylisoxazol-4-yl)-2-ethoxy-1H-benzo[d]imidazol-4-yl)(pyridin-2-yl)methanone). The solvent is C(C)OCC (diethyl ether), C1CCOC1 (THF). Conditions: time 10 minute. Yields the product C1(CC1)CCC(O)(C1=NC=CC=C1)C1=CC(=CC=2NC(=NC21)OCC)C=2C(=NOC2C)C (3-cyclopropyl-1-(6-(3,5-dimethylisoxazol-4-yl)-2-ethoxy-1H-benzo[d]imidazol-4-yl)-1-(pyridin-2-yl)propan-1-ol). RXN SMILES: [Mg].II.Br[CH2:5][CH2:6][CH:7]1[CH2:9][CH2:8]1.C1(CC[Mg]Br)CC1.[CH3:17][C:18]1[C:22]([C:23]2[CH:24]=[C:25]([C:35]([C:37]3[CH:42]=[CH:41][CH:40]=[CH:39][N:38]=3)=[O:36])[C:26]3[N:30]=[C:29]([O:31][CH2:32][CH3:33])[NH:28][C:27]=3[CH:34]=2)=[C:21]([CH3:43])[O:20][N:19]=1>C(OCC)C.C1COCC1>[CH:7]1([CH2:6][CH2:5][C:35]([C:25]2[C:26]3[N:30]=[C:29]([O:31][CH2:32][CH3:33])[NH:28][C:27]=3[CH:34]=[C:23]([C:22]3[C:18]([CH3:17])=[N:19][O:20][C:21]=3[CH3:43])[CH:24]=2)([C:37]2[CH:42]=[CH:41][CH:40]=[CH:39][N:38]=2)[OH:36])[CH2:9][CH2:8]1. Procedure details: Magnesium metal (39.0 mg, 2.0 mmol) and iodine (one crystal) was taken up in dry diethyl ether (1.2 mL) and (2-bromoethyl)cyclopropane (200 mg, 1.3 mmol) was added dropwise until iodine color faded. The remainder was then added dropwise over 15 minutes to maintain a gentle reflux and then cooled to 0° C. (2-cyclopropylethyl)magnesium bromide (1.1 M, 0.38 mL, 0.41 mmol) was added to a cooled (0° C.) solution of (6-(3,5-dimethylisoxazol-4-yl)-2-ethoxy-1H-benzo[d]imidazol-4-yl)(pyridin-2-yl)methano... Reactants: [OH-].[Na+] (NaOH), NC1=NC2=CC=C(C=C2C(=C1C#N)O)N1CCOCC1 (2-amino-3-cyano-4-hydroxy-6-(morpholin-4-yl)quinoline), P(=O)(Cl)(Cl)Cl (phosphoryl chloride), ice. Conditions: temperature 120 celsius, time 4 hour. Yields the product NC1=NC2=CC=C(C=C2C(=C1C#N)Cl)N1CCOCC1 (2-Amino-3-cyano-4-chloro-6-(morpholin-4-yl)quinoline). As a reaction SMILES: [NH2:1][C:2]1[C:11]([C:12]#[N:13])=[C:10](O)[C:9]2[C:4](=[CH:5][CH:6]=[C:7]([N:15]3[CH2:20][CH2:19][O:18][CH2:17][CH2:16]3)[CH:8]=2)[N:3]=1.P(Cl)(Cl)([Cl:23])=O.[OH-].[Na+]>>[NH2:1][C:2]1[C:11]([C:12]#[N:13])=[C:10]([Cl:23])[C:9]2[C:4](=[CH:5][CH:6]=[C:7]([N:15]3[CH2:20][CH2:19][O:18][CH2:17][CH2:16]3)[CH:8]=2)[N:3]=1 |f:2.3|. Reported procedure: The mixture of 1.7 g of 2-amino-3-cyano-4-hydroxy-6-(morpholin-4-yl)quinoline and 3.4 mL of phosphoryl chloride is stirred at 120° C. for 4 hours. The cooled reaction mixture is poured onto 30 g of ice, the pH of the mixture is adjusted to 8 with 10% NaOH solution, and the precipitated material is filtered off. After drying 1.5 g of the title compound is obtained, m.p.: 206° C. Reactants: BrC=1C=CC=2NC3=CC=C(C=C3C2C1)Br (3,6-dibromocarbazole), C1(=CC=CC=C1)N1C2=CC=CC=C2C=2C=C(C=CC12)B(O)O (N-phenyl-9H-carbazol-3-boronic acid), C1(=C(C=CC=C1)P(C1=C(C=CC=C1)C)C1=C(C=CC=C1)C)C (tris(ortho-tolyl)phosphine), aqueous solution, C([O-])([O-])=O.[K+].[K+] (potassium carbonate). The reagents and catalysts are C(C)(=O)[O-].[Pd+2].C(C)(=O)[O-] (palladium(II) acetate). Solvent: C1(=CC=CC=C1)C (toluene), C(C)O (ethanol). Run at temperature 110 celsius. The product is CCOCC.C(C)(=O)[O-] (ether acetate). Reaction SMILES: Br[C:2]1C=CC2NC3C([C:13]=2[CH:14]=1)=CC(Br)=CC=3.C1(N2[C:34]3[CH:33]=CC(B(O)O)=CC=3C3C2=CC=CC=3)C=CC=CC=1.C1(C)C=CC=CC=1P(C1C=CC=CC=1C)C1C=CC=CC=1C.[C:60](=[O:63])([O-])[O-:61].[K+].[K+]>C([O-])(=O)C.[Pd+2].C([O-])(=O)C.C1(C)C=CC=CC=1.C(O)C>[CH3:34][CH2:33][O:61][CH2:14][CH3:13].[C:60]([O-:61])(=[O:63])[CH3:2] |f:3.4.5,6.7.8,11.12|. Reported procedure: 1.0 g (3.1 mmol) of 3,6-dibromocarbazole, 1.8 g (6.2 mmol) of N-phenyl-9H-carbazol-3-boronic acid, and 457 mg (1.5 mmol) of tris(ortho-tolyl)phosphine were put into a 300 mL three-neck flask. To the mixture were added 20 mL of ethanol, 50 mL of toluene, and 20 mL (2.0 mol/L) of an aqueous solution of potassium carbonate. This mixture was stirred to be degassed while the pressure was reduced. To this mixture was added 70 mg (0.30 mmol) of palladium(II) acetate. This mixture was refluxed at 110° C...